Dataset: the Open Reaction Database (ORD), a public repository of structured organic reaction records. Task: describe an organic reaction: reactants, conditions, products, and yield Product: IC1=CC=C(C=C1)[C@H]1[C@@H](C1)NCC1CCN(CC1)CC1=CC=C(C(=O)O)C=C1 (4-((4-((((trans)-2-(4-Iodophenyl)cyclopropyl)amino)methyl)piperidin-1-yl)methyl)benzoic acid). As a reaction SMILES: [I:1][C:2]1[CH:7]=[CH:6][C:5]([C@@H:8]2[CH2:10][C@H:9]2[NH:11][CH2:12][CH:13]2[CH2:18][CH2:17][N:16]([CH2:19][C:20]3[CH:29]=[CH:28][C:23]([C:24]([O:26]C)=[O:25])=[CH:22][CH:21]=3)[CH2:15][CH2:14]2)=[CH:4][CH:3]=1.[OH-].[Na+]>CO>[I:1][C:2]1[CH:3]=[CH:4][C:5]([C@@H:8]2[CH2:10][C@H:9]2[NH:11][CH2:12][CH:13]2[CH2:14][CH2:15][N:16]([CH2:19][C:20]3[CH:21]=[CH:22][C:23]([C:24]([OH:26])=[O:25])=[CH:28][CH:29]=3)[CH2:17][CH2:18]2)=[CH:6][CH:7]=1 |f:1.2|. Reaction conditions: time 18 hour. Reactants: IC1=CC=C(C=C1)[C@H]1[C@@H](C1)NCC1CCN(CC1)CC1=CC=C(C(=O)OC)C=C1 (methyl 4-((4-(((trans-2-(4-iodophenyl)cyclopropyl)amino)methyl)piperidin-1-yl)methyl)benzoate), [OH-].[Na+] (sodium hydroxide). Procedure: To a solution of methyl 4-((4-(((trans-2-(4-iodophenyl)cyclopropyl)amino)methyl)piperidin-1-yl)methyl)benzoate (50 mg, 0.099 mmol) in methanol (2 mL) was added sodium hydroxide (6M, 0.5 mL, 0.500 mmol), and the mixture was stirred at room temperature for 18 h. The mixture was purified using reverse-phase HPLC. The fractions containing the product as combined, treated with 1N HCl and concentrated. The residue was dried under vacuum to give 25 mg of product (HCl salt) as yellow solid. MS: (M+H)+=4... Isolated yield 51.5%. The solvent is CO (methanol). The reactants are Cl.Cl.N1CC(CCC1)NC(=O)NC=1N=C2C(=NC1)N(C=C2)COCC[Si](C)(C)C (1-piperidin-3-yl-3-[5-(2-trimethylsilanyl-ethoxymethyl)-5H-pyrrolo[2,3-b]pyrazin-2-yl]-urea dihydrochloride), C1(CC1)CS(=O)(=O)Cl (cyclopropyl-methanesulfonyl chloride). The product is C1(CC1)CS(=O)(=O)N1CC(CCC1)NC(=O)NC=1N=C2C(=NC1)N(C=C2)COCC[Si](C)(C)C (1-(1-Cyclopropylmethanesulfonyl-piperidin-3-yl)-3-[5-(2-trimethylsilanyl-ethoxymethyl)-5H-pyrrolo[2,3-b]pyrazin-2-yl]-urea). Reaction SMILES: Cl.Cl.[NH:3]1[CH2:8][CH2:7][CH2:6][CH:5]([NH:9][C:10]([NH:12][C:13]2[N:14]=[C:15]3[CH:21]=[CH:20][N:19]([CH2:22][O:23][CH2:24][CH2:25][Si:26]([CH3:29])([CH3:28])[CH3:27])[C:16]3=[N:17][CH:18]=2)=[O:11])[CH2:4]1.[CH:30]1([CH2:33][S:34](Cl)(=[O:36])=[O:35])[CH2:32][CH2:31]1>>[CH:30]1([CH2:33][S:34]([N:3]2[CH2:8][CH2:7][CH2:6][CH:5]([NH:9][C:10]([NH:12][C:13]3[N:14]=[C:15]4[CH:21]=[CH:20][N:19]([CH2:22][O:23][CH2:24][CH2:25][Si:26]([CH3:29])([CH3:28])[CH3:27])[C:16]4=[N:17][CH:18]=3)=[O:11])[CH2:4]2)(=[O:36])=[O:35])[CH2:32][CH2:31]1 |f:0.1.2|. Procedure details: 1-(1-Cyclopropylmethanesulfonyl-piperidin-3-yl)-3-[5-(2-trimethylsilanyl-ethoxymethyl)-5H-pyrrolo[2,3-b]pyrazin-2-yl]-urea was prepared in the same manner from 1-piperidin-3-yl-3-[5-(2-trimethylsilanyl-ethoxymethyl)-5H-pyrrolo[2,3-b]pyrazin-2-yl]-urea dihydrochloride and cyclopropyl-methanesulfonyl chloride. The reactants are 15.60, S(=O)(Cl)Cl (thionyl chloride), ClC1=C(C(=CC=C1)[N+](=O)[O-])CCO (2-(2-chloro-6-nitrophenyl) ethanol). The solvent is C(Cl)Cl (CH2Cl2), C1(=CC=CC=C1)C (toluene), C1(=CC=CC=C1)C (toluene). Yields the product ClC1=C(C(=CC=C1)[N+](=O)[O-])CCCl (2-(2-chloro-6-nitrophenyl)ethyl chloride). The yield is 93.2%. As a reaction SMILES: S(Cl)([Cl:3])=O.[Cl:5][C:6]1[CH:11]=[CH:10][CH:9]=[C:8]([N+:12]([O-:14])=[O:13])[C:7]=1[CH2:15][CH2:16]O>C1(C)C=CC=CC=1.C(Cl)Cl>[Cl:5][C:6]1[CH:11]=[CH:10][CH:9]=[C:8]([N+:12]([O-:14])=[O:13])[C:7]=1[CH2:15][CH2:16][Cl:3]. Procedure: 15.60 9 g thionyl chloride (130 mmol) in 10 ml toluene (abs.) is added quickly in a drop-wise manner to 8.8 g 2-(2-chloro-6-nitrophenyl) ethanol (44 mmol) in 100 ml abs. toluene. The reaction solution is heated under reflux 1 h. After cooling, this is poured onto ice, diluted with 50 ml CH2Cl2 and the H2O phase is extracted 2× each with 50 ml CH2Cl2. The combined organic phases are dried over Na2SO4 and rotary evaporated. 9.08 g (41 mmol, 94%) 2-(2-chloro-6-nitrophenyl)ethyl chloride are obtaine... Procedure details: A mixture of 2.25 g of 3-p-biphenylyl-butylamine, 1.38 g of potassium carbonate, 2.53 g of 1,5-dibromopentane and 15 ml of n-butanol is boiled for 24 hours, while stirring. The mixture is filtered and the filtrate is evaporated and worked up in the customary manner to give 1-piperidino-3-p-biphenylylbutane. As a reaction SMILES: [C:1]1([C:12]2[CH:17]=[CH:16][CH:15]=[CH:14][CH:13]=2)[CH:6]=[CH:5][CH:4]=[CH:3][C:2]=1[CH:7]([CH3:11])[CH2:8][CH2:9][NH2:10].C(=O)([O-])[O-].[K+].[K+].Br[CH2:25][CH2:26][CH2:27][CH2:28][CH2:29]Br>C(O)CCC>[N:10]1([CH2:9][CH2:8][CH:7]([C:2]2[CH:3]=[CH:4][CH:5]=[CH:6][C:1]=2[C:12]2[CH:17]=[CH:16][CH:15]=[CH:14][CH:13]=2)[CH3:11])[CH2:29][CH2:28][CH2:27][CH2:26][CH2:25]1 |f:1.2.3|. Run in C(CCC)O (n-butanol). Run at time 24 hour. The product is N1(CCCCC1)CCC(C)C1=C(C=CC=C1)C1=CC=CC=C1 (1-piperidino-3-p-biphenylylbutane). Starting materials: C1(=C(C=CC=C1)C(CCN)C)C1=CC=CC=C1 (3-p-biphenylyl-butylamine), C([O-])([O-])=O.[K+].[K+] (potassium carbonate), BrCCCCCBr (1,5-dibromopentane). Starting materials: C(CC)SCC(=O)C1=C(C=CC=C1)O (2-n-propylthio-2'-hydroxyacetophenone), Ice water, N1C=NC=C1 (imidazole), S(=O)(Cl)Cl (thionyl chloride). Run in C(Cl)Cl (methylene chloride), C(C)N(CC)CC (triethylamine), C(Cl)Cl (methylene chloride), C(C)N(CC)CC (triethylamine). Reaction conditions: time 30 minute. Yields the product Compound 19, OC1=C(C=CC=C1)C(=CSCCC)C=1NC=CN1 (1-(2-hydroxyphenyl)-1 -imidazolyl-2-n-propylthioethylene). Reaction SMILES: [NH:1]1[CH:5]=[CH:4][N:3]=[CH:2]1.S(Cl)(Cl)=O.[CH2:10]([S:13][CH2:14][C:15]([C:17]1[CH:22]=[CH:21][CH:20]=[CH:19][C:18]=1[OH:23])=O)[CH2:11][CH3:12]>C(Cl)Cl.C(N(CC)CC)C>[OH:23][C:18]1[CH:19]=[CH:20][CH:21]=[CH:22][C:17]=1[C:15]([C:2]1[NH:1][CH:5]=[CH:4][N:3]=1)=[CH:14][S:13][CH2:10][CH2:11][CH3:12]. Reported procedure: To a suspension of 1.02 g of imidazole, 1.52 g of triethylamine and 30 ml of dry methylene chloride, 1.78 g of thionyl chloride was added with ice-cooling. The resulting mixture was stirred for 30 minutes, followed by addition of 2.42 g of 2-n-propylthio-2'-hydroxyacetophenone and a solution consisting of 1.16 g of triethylamine and 5 ml of dry methylene chloride. The reaction mixture was stirred at room temperature for further 2 hours. Ice water was then added to the reaction mixture, followed ... The reactants are ClCCl, CC(C)(C)OC(=O)NC1CCN(c2ccc(C(F)(F)F)cn2)CC1, O=C(O)C(F)(F)F. Yields the product NC1CCN(c2ccc(C(F)(F)F)cn2)CC1. RXN SMILES: [Cl:32][CH2:33][Cl:34].[F:1][C:2]([c:3]1[cH:4][cH:5][c:6]([N:9]2[CH2:10][CH2:11][CH:12]([NH:15][C:16](=[O:17])[O:18][C:19]([CH3:20])([CH3:21])[CH3:22])[CH2:13][CH2:14]2)[n:7][cH:8]1)([F:23])[F:24].[F:25][C:26]([F:27])([F:28])[C:29]([OH:30])=[O:31]>>[F:1][C:2]([c:3]1[cH:4][cH:5][c:6]([N:9]2[CH2:10][CH2:11][CH:12]([NH2:15])[CH2:13][CH2:14]2)[n:7][cH:8]1)([F:23])[F:24]. The reactants are COc1cc(N)c(Cl)cc1C(=O)NCC1(O)CN2CCC1CC2, S=P12SP3(=S)SP(=S)(S1)SP(=S)(S2)S3. The product is COc1cc(N)c(Cl)cc1C(=S)NCC1(O)CN2CCC1CC2. Reaction SMILES: [NH2:1][c:2]1[cH:3][c:4]([O:22][CH3:23])[c:5]([C:6](=[O:7])[NH:8][CH2:9][C:10]2([OH:18])[CH2:11][N:12]3[CH2:13][CH2:14][CH:15]2[CH2:16][CH2:17]3)[cH:19][c:20]1[Cl:21].[P:24]12(=[S:25])[S:26][P:27]3(=[S:37])[S:28][P:29](=[S:35])([S:30][P:31](=[S:34])([S:32]3)[S:33]1)[S:36]2>>[NH2:1][c:2]1[cH:3][c:4]([O:22][CH3:23])[c:5]([C:6]([NH:8][CH2:9][C:10]2([OH:18])[CH2:11][N:12]3[CH2:13][CH2:14][CH:15]2[CH2:16][CH2:17]3)=[S:25])[cH:19][c:20]1[Cl:21].